describe an organic reaction: reactants, conditions, products, and yield From a dataset of the Open Reaction Database (ORD), a public repository of structured organic reaction records. Reactants: C(C1=CC=CC=C1)(=O)N1C(OC(C1)COC1=CC=C(C(=O)OCC2=CC=CC=C2)C=C1)=O (benzyl 4-(3-benzoyl-2-oxooxazolidin-5-yl)methoxybenzoate), C(C1=CC=CC=C1)(=O)N1C(OC(C1)COC1=CC=C(C(=O)OCC2=CC=CC=C2)C=C1)=O (benzyl 4-(3-benzoyl-2-oxooxazolidin-5-yl)methoxybenzoate), [H][H] (hydrogen). The reagents and catalysts are [C].[Pd] (palladium carbon). Run in C(C)(=O)O (acetic acid), CN(C=O)C (N,N-dimethylformamide). Yields the product C(C1=CC=CC=C1)(=O)N1C(OC(C1)COC1=CC=C(C(=O)O)C=C1)=O (4-(3-benzoyl-2-oxooxazolidin-5-yl)methoxybenzoic acid). Yield: 7.8%. RXN SMILES: [C:1]([N:9]1[CH2:13][CH:12]([CH2:14][O:15][C:16]2[CH:31]=[CH:30][C:19]([C:20]([O:22]CC3C=CC=CC=3)=[O:21])=[CH:18][CH:17]=2)[O:11][C:10]1=[O:32])(=[O:8])[C:2]1[CH:7]=[CH:6][CH:5]=[CH:4][CH:3]=1.[H][H]>C(O)(=O)C.CN(C)C=O.[C].[Pd]>[C:1]([N:9]1[CH2:13][CH:12]([CH2:14][O:15][C:16]2[CH:17]=[CH:18][C:19]([C:20]([OH:22])=[O:21])=[CH:30][CH:31]=2)[O:11][C:10]1=[O:32])(=[O:8])[C:2]1[CH:7]=[CH:6][CH:5]=[CH:4][CH:3]=1 |f:4.5|. Procedure details: A 1.0 g quantity of 10% palladium carbon was added to a solution of 3.8 g of benzyl 4-(3-benzoyl-2-oxooxazolidin-5-yl)methoxybenzoate (compound 120) obtained in Example 5 in 50 ml of acetic acid and 25 ml of N,N-dimethylformamide. The mixture was stirred at 60° C. for 5 hours in a stream of hydrogen. The reaction mixture was filtered and the filtrate was concentrated under reduced pressure. Ethanol was added to the obtained residue to collect the crystals by filtration. Thus, 235 mg of the title... Reactants: C(#N)C1=C(C=C(C=C1)C(C(=O)O)C)F (2-(4-cyano-3-fluorophenyl)propanoic acid), C=1C=CC2=C(C1)N=NN2O (HOBt), C(CCl)Cl (EDC), ClC=1C=C(C=CC1)N1N=C(C=C1CN)C(F)(F)F ((1-(3-chlorophenyl)-3-(trifluoromethyl)-1H-pyrazol-5-yl)methanamine). Solvent: O (water), C(C)#N (acetonitrile). Run at time 8 hour. Product: ClC=1C=C(C=CC1)N1N=C(C=C1CNC(C(C)C1=CC(=C(C=C1)C#N)F)=O)C(F)(F)F (N-((1-(3-chlorophenyl)-3-(trifluoromethyl)-1H-pyrazol-5-yl)methyl)-2-(4-cyano-3-fluorophenyl)propanamide). Isolated yield 84.7%. RXN SMILES: [C:1]([C:3]1[CH:8]=[CH:7][C:6]([CH:9]([CH3:13])[C:10]([OH:12])=O)=[CH:5][C:4]=1[F:14])#[N:2].C1C=CC2N(O)N=NC=2C=1.C(Cl)CCl.[Cl:29][C:30]1[CH:31]=[C:32]([N:36]2[C:40]([CH2:41][NH2:42])=[CH:39][C:38]([C:43]([F:46])([F:45])[F:44])=[N:37]2)[CH:33]=[CH:34][CH:35]=1>C(#N)C.O>[Cl:29][C:30]1[CH:31]=[C:32]([N:36]2[C:40]([CH2:41][NH:42][C:10](=[O:12])[CH:9]([C:6]3[CH:7]=[CH:8][C:3]([C:1]#[N:2])=[C:4]([F:14])[CH:5]=3)[CH3:13])=[CH:39][C:38]([C:43]([F:44])([F:45])[F:46])=[N:37]2)[CH:33]=[CH:34][CH:35]=1. Procedure details: To a solution of 2-(4-cyano-3-fluorophenyl)propanoic acid (440 mg, 2.278 mmol) in acetonitrile was added HOBt (462 mg, 3.417 mmol), EDC (655 mg, 3.417 mmol) and (1-(3-chlorophenyl)-3-(trifluoromethyl)-1H-pyrazol-5-yl)methanamine (659 mg, 2.392 mmol). The reaction mixture was stirred overnight at room temperature. The mixture was added water and extracted with EtOAc. The organic layer was dried over MgSO4 and concentrated under reduced pressure. The crude product was purified by column chromatogr... Reactants: C(C)(=O)OCCCOC=1C=C2C(=CNC(C2=CC1OC)CC1=CC(=CC=C1)OCC)C=O (6-(3-acetoxy-propoxy)-7-methoxy-1-(3-ethoxy-benzyl)-1,2-dihydro-isoquinoline-4-carbaldehyde). The reagents and catalysts are [O-2].[Mn+4].[O-2] (manganese (IV) oxide). Run in C(Cl)(Cl)Cl (chloroform). Conditions: time 15 hour. Product: C(C)(=O)OCCCOC=1C=C2C(=CN=C(C2=CC1OC)CC1=CC(=CC=C1)OCC)C=O (6-(3-acetoxy-propoxy)-7-methoxy-1-(3-ethoxy-benzyl)-isoquinoline-4-carbaldehyde). The yield is 101.6%. RXN SMILES: [C:1]([O:4][CH2:5][CH2:6][CH2:7][O:8][C:9]1[CH:10]=[C:11]2[C:16](=[CH:17][C:18]=1[O:19][CH3:20])[CH:15]([CH2:21][C:22]1[CH:27]=[CH:26][CH:25]=[C:24]([O:28][CH2:29][CH3:30])[CH:23]=1)[NH:14][CH:13]=[C:12]2[CH:31]=[O:32])(=[O:3])[CH3:2]>C(Cl)(Cl)Cl.[O-2].[Mn+4].[O-2]>[C:1]([O:4][CH2:5][CH2:6][CH2:7][O:8][C:9]1[CH:10]=[C:11]2[C:16](=[CH:17][C:18]=1[O:19][CH3:20])[C:15]([CH2:21][C:22]1[CH:27]=[CH:26][CH:25]=[C:24]([O:28][CH2:29][CH3:30])[CH:23]=1)=[N:14][CH:13]=[C:12]2[CH:31]=[O:32])(=[O:3])[CH3:2] |f:2.3.4|. Procedure details: To a stirred solution of 6-(3-acetoxy-propoxy)-7-methoxy-1-(3-ethoxy-benzyl)-1,2-dihydro-isoquinoline-4-carbaldehyde (120 mg, 0.27 mmol) in chloroform (3 mL) was addend manganese (IV) oxide (279 mg, 2.7 mmol). The reaction mixture was stirred at room temperature for 15 hrs, filtered through a celite pad®, and washed with chloroform. The filtrate was concentrated in vacuo to afford 6-(3-acetoxy-propoxy)-7-methoxy-1-(3-ethoxy-benzyl)-isoquinoline-4-carbaldehyde (120 mg, 99% yield). The crude produ... Reactants: CCO, ClC(Cl)Cl, CS(=O)(=O)c1nccc(-c2c(-c3ccc(F)cc3)nc3cc(CC#N)ccn23)n1, [H][H]. Yields the product CS(=O)(=O)c1nccc(-c2c(-c3ccc(F)cc3)nc3cc(CCN)ccn23)n1. As a reaction SMILES: [CH3:30][CH2:31][OH:32].[CH:35]([Cl:36])([Cl:37])[Cl:38].[F:1][c:2]1[cH:3][cH:4][c:5](-[c:8]2[n:9][c:10]3[n:11]([cH:12][cH:13][c:14]([CH2:16][C:17]#[N:18])[cH:15]3)[c:19]2-[c:20]2[n:21][c:22]([S:26](=[O:27])(=[O:28])[CH3:29])[n:23][cH:24][cH:25]2)[cH:6][cH:7]1.[H:33][H:34]>>[F:1][c:2]1[cH:3][cH:4][c:5](-[c:8]2[n:9][c:10]3[n:11]([cH:12][cH:13][c:14]([CH2:16][CH2:17][NH2:18])[cH:15]3)[c:19]2-[c:20]2[n:21][c:22]([S:26](=[O:27])(=[O:28])[CH3:29])[n:23][cH:24][cH:25]2)[cH:6][cH:7]1. The reactants are P12(=S)SP3(=S)SP(=S)(S1)SP(=S)(S2)S3 (P4S10), C(=O)N (formamide), BrC1C(CCCC1=O)C(=O)OC (methyl 2-bromo-3-oxocyclohexanecarboxylate). The solvent is O1CCOCC1 (dioxane), O1CCOCC1 (dioxane). Conditions: temperature 100 celsius, time 1.5 hour. The product is S1C=NC2=C1C(CCC2)C(=O)OC (Methyl 4,5,6,7-tetrahydrobenzo[d]thiazole-7-carboxylate). Reaction SMILES: P12(SP3(SP(SP(S3)(S1)=S)(=S)S2)=S)=[S:2].[CH:15]([NH2:17])=O.Br[CH:19]1[C:24](=O)[CH2:23][CH2:22][CH2:21][CH:20]1[C:26]([O:28][CH3:29])=[O:27]>O1CCOCC1>[S:2]1[C:19]2[CH:20]([C:26]([O:28][CH3:29])=[O:27])[CH2:21][CH2:22][CH2:23][C:24]=2[N:17]=[CH:15]1. Procedure: At 0° C., finely crushed P4S10 (9.35 g, 21.0 mmol) was added to a mixture of formamide (4.73 g, 105.0 mmol) in dioxane (28.5 mL). Subsequently, the mixture was stirred in a sealed vial at 100° C. for 1.5 h, cooled to RT and filtrated. The filtrate was added to a mixture of methyl 2-bromo-3-oxocyclohexanecarboxylate (2.06 g, 8.76 mmol) in dioxane (16.5 mL) and stirred in a sealed vial at 80° C. overnight. The mixture was quenched by the addition of aq. sat. NaHCO3 and extracted with EtOAc. The co... Starting materials: ClN1C(CCC1=O)=O (N-chlorosuccinimide), CC=1C(=CC2=CC=CC=C2C1)O (3-methyl-naphthalen-2-ol). The reagents and catalysts are [Cl-].[Zr+4].[Cl-].[Cl-].[Cl-] (zirconium(IV)chloride). Run in ClCCl (dichloromethane). Reaction conditions: temperature -78 celsius. The product is ClC1=C(C(=CC2=CC=CC=C12)C)O (1-chloro-3-methylnaphthalen-2-ol). Isolated yield 78.2%. Reaction SMILES: [Cl:1]N1C(=O)CCC1=O.[CH3:9][C:10]1[C:11]([OH:20])=[CH:12][C:13]2[C:18]([CH:19]=1)=[CH:17][CH:16]=[CH:15][CH:14]=2>ClCCl.[Cl-].[Zr+4].[Cl-].[Cl-].[Cl-]>[Cl:1][C:12]1[C:13]2[C:18](=[CH:17][CH:16]=[CH:15][CH:14]=2)[CH:19]=[C:10]([CH3:9])[C:11]=1[OH:20] |f:3.4.5.6.7|. Procedure: To a solution of N-chlorosuccinimide (8.02 g, 60.05 mmol) in dichloromethane (475 mL) at −78° C. was added zirconium(IV)chloride (2.80 g, 12.01 mmol), followed by 3-methyl-naphthalen-2-ol (4A) (9.5 g, 60.05 mmol) under Ar. The reaction mixture was stirred at −78° C. for minutes, the cooling bath was removed and the reaction was stirred at room temperature for 5 h. The reaction was quenched with saturated sodium bicarbonate solution and stirred for 5 minutes. The mixture was diluted with H2O, ext...